This data is from the Open Reaction Database (ORD), a public repository of structured organic reaction records. The task is: describe an organic reaction: reactants, conditions, products, and yield Reactants: Cl (hydrochloric acid), [N-]=[N+]=[N-].[Na+] (sodium azide), [Cl-].[NH4+] (ammonium chloride), [N+](=O)([O-])C1=C(OC=2C=C(C#N)C=CC2)C=CC=C1 (3-(2-nitrophenoxy)benzonitrile). Run in CN(C=O)C (N,N-dimethylformamide). Run at temperature 110 celsius, time 4 hour. The product is [N+](=O)([O-])C1=C(OC=2C=C(C=CC2)C2=NN=NN2)C=CC=C1 (5-[3-(2-Nitrophenoxy)phenyl]-1H-tetrazole). Isolated yield 76.3%. Reaction SMILES: [N+:1]([C:4]1[CH:18]=[CH:17][CH:16]=[CH:15][C:5]=1[O:6][C:7]1[CH:8]=[C:9]([CH:12]=[CH:13][CH:14]=1)[C:10]#[N:11])([O-:3])=[O:2].[N-:19]=[N+:20]=[N-:21].[Na+].[Cl-].[NH4+].Cl>CN(C)C=O>[N+:1]([C:4]1[CH:18]=[CH:17][CH:16]=[CH:15][C:5]=1[O:6][C:7]1[CH:8]=[C:9]([C:10]2[NH:21][N:20]=[N:19][N:11]=2)[CH:12]=[CH:13][CH:14]=1)([O-:3])=[O:2] |f:1.2,3.4|. Procedure details: In 40 ml of N,N-dimethylformamide was dissolved 4.0 g of 3-(2-nitrophenoxy)benzonitrile followed by addition of 2.28 g of sodium azide and 1.88 g of ammonium chloride, and the mixture was stirred at 110° C. for 4 hours. After cooling, the reaction mixture was acidified with diluted hydrochloric acid and extracted with ethyl acetate. The ethyl acetate layer was washed with water twice, dried and concentrated. The residue was crystallized from ethyl acetate-benzene to give 3.6 g of the title compo... Solvent: CN(C)C=O (DMF). Procedure details: To a solution of 2,6,7-trichloro-3-trifluoromethylquinoxaline (64 mg, 0.2 mmol) in DMF (1 ml) was added methanesulfinic acid, sodium salt (43 mg, 0.4 mmol). The reaction mixture was stirred at room temperature overnight, then it was partitioned between ethyl acetate and water. The organic layer was separated and concentrated to an oil. This oil was further purified by column chromatography (ethyl acetate:hexanes 1:3) to yield the title compound as a white solid. As a reaction SMILES: Cl[C:2]1[C:11]([C:12]([F:15])([F:14])[F:13])=[N:10][C:9]2[C:4](=[CH:5][C:6]([Cl:17])=[C:7]([Cl:16])[CH:8]=2)[N:3]=1.[CH3:18][S:19]([OH:21])=[O:20].[Na]>CN(C=O)C>[Cl:16][C:7]1[CH:8]=[C:9]2[C:4](=[CH:5][C:6]=1[Cl:17])[N:3]=[C:2]([S:19]([CH3:18])(=[O:21])=[O:20])[C:11]([C:12]([F:15])([F:14])[F:13])=[N:10]2 |^1:21|. The product is ClC=1C=C2N=C(C(=NC2=CC1Cl)S(=O)(=O)C)C(F)(F)F (6,7-Dichloro-2-methanesulfonyl-3-trifluoromethylquinoxaline). Conditions: time 8 hour. Reactants: ClC1=NC2=CC(=C(C=C2N=C1C(F)(F)F)Cl)Cl (2,6,7-trichloro-3-trifluoromethylquinoxaline), CS(=O)O (methanesulfinic acid), [Na] (sodium). Reactants: CC#N, CC(C)(C)OC(=O)N1CCCC1c1nc2ccc(C(=O)CCl)cc2[nH]1, [N-]=[N+]=[N-], [Na+]. Product: CC(C)(C)OC(=O)N1CCCC1c1nc2ccc(C(=O)CN=[N+]=[N-])cc2[nH]1. RXN SMILES: [CH3:30][C:31]#[N:32].[Cl:5][CH2:6][C:7](=[O:8])[c:9]1[cH:10][cH:11][c:12]2[c:13]([nH:14][c:15]([CH:17]3[N:18]([C:22](=[O:23])[O:24][C:25]([CH3:26])([CH3:27])[CH3:28])[CH2:19][CH2:20][CH2:21]3)[n:16]2)[cH:29]1.[N-:2]=[N+:3]=[N-:4].[Na+:1]>>[N:2](=[N+:3]=[N-:4])[CH2:6][C:7](=[O:8])[c:9]1[cH:10][cH:11][c:12]2[c:13]([nH:14][c:15]([CH:17]3[N:18]([C:22](=[O:23])[O:24][C:25]([CH3:26])([CH3:27])[CH3:28])[CH2:19][CH2:20][CH2:21]3)[n:16]2)[cH:29]1. Reactants: OCCO, CCOC(C)=O, CC(=O)c1cc([N+](=O)[O-])c(OC(C)C)cc1C, O, Cc1ccc(S(=O)(=O)O)cc1, c1ccccc1. The product is Cc1cc(OC(C)C)c([N+](=O)[O-])cc1C1(C)OCCO1. As a reaction SMILES: [CH2:18]([CH2:19][OH:20])[OH:21].[CH3:40][CH2:41][O:42][C:43](=[O:44])[CH3:45].[CH:1]([CH3:2])([CH3:3])[O:4][c:5]1[cH:6][c:7]([CH3:17])[c:8]([C:14]([CH3:15])=[O:16])[cH:9][c:10]1[N+:11](=[O:12])[O-:13].[OH2:22].[c:23]1([CH3:24])[cH:25][cH:26][c:27]([S:28]([OH:29])(=[O:30])=[O:31])[cH:32][cH:33]1.[cH:34]1[cH:35][cH:36][cH:37][cH:38][cH:39]1>>[CH:1]([CH3:2])([CH3:3])[O:4][c:5]1[cH:6][c:7]([CH3:17])[c:8]([C:14]2([CH3:15])[O:16][CH2:18][CH2:19][O:20]2)[cH:9][c:10]1[N+:11](=[O:12])[O-:13].